Dataset: the Open Reaction Database (ORD), a public repository of structured organic reaction records. Task: describe an organic reaction: reactants, conditions, products, and yield Starting materials: [C-]#N.[K+] (potassium cyanide), CC1(NC(CS(C1)(=O)=O)(C)C)C (2,2,6,6-tetramethyl-1-aza-4-thiacyclohexane-4,4-dioxide), C=O (formaldehyde). The solvent is Cl (hydrochloric acid). Reaction conditions: temperature 45 celsius, time 20 minute. Yields the product C(#N)CN1C(CS(CC1(C)C)(=O)=O)(C)C (1-cyanomethyl-2,2,6,6-tetramethyl-1-aza-4-thiacyclohexane-4,4-dioxide). As a reaction SMILES: [CH3:1][C:2]1([CH3:12])[CH2:7][S:6](=[O:9])(=[O:8])[CH2:5][C:4]([CH3:11])([CH3:10])[NH:3]1.[C-:13]#[N:14].[K+].[CH2:16]=O>Cl>[C:13]([CH2:16][N:3]1[C:2]([CH3:12])([CH3:1])[CH2:7][S:6](=[O:9])(=[O:8])[CH2:5][C:4]1([CH3:11])[CH3:10])#[N:14] |f:1.2|. Reported procedure: 19.1 g (0.1 mole) of 2,2,6,6-tetramethyl-1-aza-4-thiacyclohexane-4,4-dioxide is added, with ice cooling, to 20 ml of 5N hydrochloric acid; 6.5 g of potassium cyanide is added and then in ca. 20 minutes, with good stirring, an addition made dropwise of 12.5 g of a 30% formaldehyde solution. The reaction mixture is subsequently stirred for 15 hours at 45° C. After cooling, the precipitate is filtered off under suction, washed with water, dried, and recrystallised from toluene/hexane to obtain 1-cy... Reactants: C(C)(=O)OC(C)=O (acetic anhydride), N([C@@H](CCC(N)=O)C(=O)O)C(=O)OCC1C2=CC=CC=C2C2=CC=CC=C12 (Fmoc-Gln-OH), C1(=CC=CC=C1)C(O)(C1=CC=CC=C1)C1=CC=CC=C1 (triphenylmethanol), S(O)(O)(=O)=O (sulfuric acid). Solvent: C(C)(=O)O (acetic acid). Conditions: time 10 minute. Product: N([C@@H](CCC(NC(C1=CC=CC=C1)(C1=CC=CC=C1)C1=CC=CC=C1)=O)C(=O)O)C(=O)OCC1C2=CC=CC=C2C2=CC=CC=C12 (Fmoc-Gln(Trt)-OH). As a reaction SMILES: [NH:1]([C:11]([O:13][CH2:14][CH:15]1[C:27]2[C:22](=[CH:23][CH:24]=[CH:25][CH:26]=2)[C:21]2[C:16]1=[CH:17][CH:18]=[CH:19][CH:20]=2)=[O:12])[C@H:2]([C:8]([OH:10])=[O:9])[CH2:3][CH2:4][C:5](=[O:7])[NH2:6].[C:28]1([C:34]([C:42]2[CH:47]=[CH:46][CH:45]=[CH:44][CH:43]=2)([C:36]2[CH:41]=[CH:40][CH:39]=[CH:38][CH:37]=2)O)[CH:33]=[CH:32][CH:31]=[CH:30][CH:29]=1.S(=O)(=O)(O)O.C(OC(=O)C)(=O)C>C(O)(=O)C>[NH:1]([C:11]([O:13][CH2:14][CH:15]1[C:27]2[C:22](=[CH:23][CH:24]=[CH:25][CH:26]=2)[C:21]2[C:16]1=[CH:17][CH:18]=[CH:19][CH:20]=2)=[O:12])[C@H:2]([C:8]([OH:10])=[O:9])[CH2:3][CH2:4][C:5](=[O:7])[NH:6][C:34]([C:28]1[CH:33]=[CH:32][CH:31]=[CH:30][CH:29]=1)([C:42]1[CH:43]=[CH:44][CH:45]=[CH:46][CH:47]=1)[C:36]1[CH:37]=[CH:38][CH:39]=[CH:40][CH:41]=1. Reported procedure: A mixture of 7.4 g of Fmoc-Gln-OH (20 mmol) and 10.4 g of triphenylmethanol (40 mmol) in 300 ml of acetic acid is stirred at 100° for 10 minutes. Addition of 0.1 ml of conc. sulfuric acid is followed by stirring at 100° for a further 15 minutes to produce a clear yellow solution. This is evaporated at 60° under reduced pressure, and the residue is then dried under reduced pressure for 10 minutes. The solid residue is dissolved in 60 ml of acetic acid at 60°, left at 60° for 20 minutes, then 2 ml... Starting materials: [OH-].[K+] (potassium hydroxide), C1(=CC=CC=C1)C=1N=CC(=NC1C1=CC=CC=C1)N(C(C)C)CCCCO (4-[N-(5,6-diphenylpyrazin-2-yl)-N-isopropylamino]-1-butanol), BrCC(=O)OC(C)(C)C (tert-butyl bromoacetate). Reagents/catalysts: S(=O)(=O)(O)[O-].C(CCC)[N+](CCCC)(CCCC)CCCC (tetra-n-butylammonium hydrogen sulfate). Run in C1=CC=CC=C1 (benzene). Product: C(C)(C)(C)OC(COCCCCN(C(C)C)C1=NC(=C(N=C1)C1=CC=CC=C1)C1=CC=CC=C1)=O (2-{4-[N-(5,6-diphenylpyrazin-2-yl)-N-isopropylamino]butyloxy}acetic Acid Tert-Butyl Ester). The yield is 82.9%. RXN SMILES: [C:1]1([C:7]2[N:8]=[CH:9][C:10]([N:19]([CH2:23][CH2:24][CH2:25][CH2:26][OH:27])[CH:20]([CH3:22])[CH3:21])=[N:11][C:12]=2[C:13]2[CH:18]=[CH:17][CH:16]=[CH:15][CH:14]=2)[CH:6]=[CH:5][CH:4]=[CH:3][CH:2]=1.[OH-].[K+].Br[CH2:31][C:32]([O:34][C:35]([CH3:38])([CH3:37])[CH3:36])=[O:33]>C1C=CC=CC=1.S([O-])(O)(=O)=O.C([N+](CCCC)(CCCC)CCCC)CCC>[C:35]([O:34][C:32](=[O:33])[CH2:31][O:27][CH2:26][CH2:25][CH2:24][CH2:23][N:19]([C:10]1[CH:9]=[N:8][C:7]([C:1]2[CH:2]=[CH:3][CH:4]=[CH:5][CH:6]=2)=[C:12]([C:13]2[CH:14]=[CH:15][CH:16]=[CH:17][CH:18]=2)[N:11]=1)[CH:20]([CH3:21])[CH3:22])([CH3:38])([CH3:37])[CH3:36] |f:1.2,5.6|. Reported procedure: 22.84 g of 4-[N-(5,6-diphenylpyrazin-2-yl)-N-isopropylamino]-1-butanol was dissolved in 160 ml of benzene and 10.73 g of tetra-n-butylammonium hydrogen sulfate and 160 ml of an aqueous 40% potassium hydroxide solution were added. While stirring vigorously under ice cooling, 10.73 g of tert-butyl bromoacetate was added dropwise so as to control the inner temperature within a range from 5 to 10° C. After stirring for 45 minutes, an ice bath was removed and the mixture was stirred at room temperatu... Reactants: C(C#C)Br (propargyl bromide), N#N (N2), C1(=CC=CC=C1)C (toluene), C1(=CC=CC=C1)C (toluene), C(C=O)(=O)OCC (ethyl glyoxylate), ice. Reagents/catalysts: C(C#C)Br (Propargyl bromide), [Zn] (Zn). Run in C1CCOC1 (THF), CCOCC (ether), C1CCOC1 (THF). Reaction conditions: time 30 minute. The product is C(C)OC(C(CC#C)O)=O (2-hydroxy-4-pentynoic acid ethyl ester). Isolated yield 51.0%. Reaction SMILES: N#N.[C:3]1(C)[CH:8]=CC=C[CH:4]=1.[C:10]([O:14][CH2:15][CH3:16])(=[O:13])[CH:11]=[O:12].C(Br)C#C>C1COCC1.CCOCC.[Zn].C(Br)C#C>[CH2:15]([O:14][C:10](=[O:13])[CH:11]([OH:12])[CH2:8][C:3]#[CH:4])[CH3:16]. Procedure: Propargyl bromide (˜10 g) was added under a blanket of N2 to a 3-L round bottom flask containing 350 mL anhydrous THF and Zn (230 g, 3.5 mol). The mixture was stirred at room temperature for 30 min and then cooled in an ice bath. A toluene solution of ethyl glyoxylate (51 wt %, determined by NMR, 473 g, 2.36 mol) and a toluene solution of propargyl bromide (80 wt %, 352 g, 2.36 mol) were combined in 500 mL dry THF and 700 mL dry ether. This mixture was then added dropwise to the stirred slurry. ... Reactants: C(Cl)Cl (methylene chloride), C(C1=CC=CC=C1)NCC(=O)OCC (ethyl N-benzylglycinate), C(C1=CC=CC=C1)OC[C@H](NC(=O)OC(C)(C)C)C(=O)O (O-benzyl Boc-L-serine), C1(CCCCC1)N=C=NC1CCCCC1 (dicyclohexylcarbodiimide). Product: C(C1=CC=CC=C1)N1C([C@@H](NC(C1)=O)COCC1=CC=CC=C1)=O (1-Benzyl-3(S)-benzyloxymethylpiperazine-2,5-dione), solid. RXN SMILES: [CH2:1]([O:8][CH2:9][C@@H:10]([C:19]([OH:21])=O)[NH:11][C:12]([O:14]C(C)(C)C)=O)[C:2]1[CH:7]=[CH:6][CH:5]=[CH:4][CH:3]=1.C1(N=C=NC2CCCCC2)CCCCC1.C(Cl)Cl.[CH2:40]([NH:47][CH2:48]C(OCC)=O)[C:41]1[CH:46]=[CH:45][CH:44]=[CH:43][CH:42]=1>>[CH2:40]([N:47]1[CH2:48][C:12](=[O:14])[NH:11][C@@H:10]([CH2:9][O:8][CH2:1][C:2]2[CH:3]=[CH:4][CH:5]=[CH:6][CH:7]=2)[C:19]1=[O:21])[C:41]1[CH:46]=[CH:45][CH:44]=[CH:43][CH:42]=1. Procedure: The title compound was prepared according to the procedure described in Example 2, Step A, except using O-benzyl Boc-L-serine (10 g, 33.8 mmol), dicyclohexylcarbodiimide in methylene chloride (0.5M) (68 mL, 34.0 mmol) and ethyl N-benzylglycinate (6.34 mL, 34.0 mmol). After deprotection with hydrogen chloride in dichloromethane (200 mL), neutralization, and recrystallization of the crude product from ethyl acetate, the title compound was obtained as a white solid (10.3 g). NMR (300 MHz, CDCl3) δ ... Reactants: N1=CC=CC2=CC(=CC=C12)C(=O)Cl (6-quinolylcarbonyl chloride), NC=1C=C(C(=O)NC2=CC(=CC=C2)N(C)C)C=CC1C (3-amino-N-(3-dimethylaminophenyl)-4-methylbenzamide). The product is CN(C=1C=C(C=CC1)NC(C1=CC(=C(C=C1)C)NC(=O)C=1C=C2C=CC=NC2=CC1)=O)C (N-(3-dimethylaminophenyl)-4-methyl-3-(6-quinolylcarbonylamino)benzamide). As a reaction SMILES: [N:1]1[C:10]2[C:5](=[CH:6][C:7]([C:11](Cl)=[O:12])=[CH:8][CH:9]=2)[CH:4]=[CH:3][CH:2]=1.[NH2:14][C:15]1[CH:16]=[C:17]([CH:30]=[CH:31][C:32]=1[CH3:33])[C:18]([NH:20][C:21]1[CH:26]=[CH:25][CH:24]=[C:23]([N:27]([CH3:29])[CH3:28])[CH:22]=1)=[O:19]>>[CH3:29][N:27]([CH3:28])[C:23]1[CH:22]=[C:21]([NH:20][C:18](=[O:19])[C:17]2[CH:30]=[CH:31][C:32]([CH3:33])=[C:15]([NH:14][C:11]([C:7]3[CH:6]=[C:5]4[C:10](=[CH:9][CH:8]=3)[N:1]=[CH:2][CH:3]=[CH:4]4)=[O:12])[CH:16]=2)[CH:26]=[CH:25][CH:24]=1. Procedure details: Using an analogous procedure to that described in Example 2, 6-quinolylcarbonyl chloride was reacted with 3-amino-N-(3-dimethylaminophenyl)-4-methylbenzamide to give the title compound; NMR Spectrum: (DMSOd6) 2.35 (s, 3H), 2.91 (s, 6H), 6.58 (m, 1H), 7.2 (m, 2H), 7.43 (d, 1H), 7.65 (m, l1H), 7.82 (d, 1H), 8.01 (s, l1H), 8.17 (m, 2H), 8.32 (d, 1H), 8.59 (d, 1H), 8.7 (d, 1H), 9.02 (s, 1H), 10.05 (s, 1H), 10.32 (s, 1H); Mass Spectrum: M+H+425. Reactants: C(C1=CC=CC=C1)C1CCNCC1 (4-benzylpiperidine), C(C1=CC=CC=C1)OC1=C(C(=O)O)C=CC(=C1)OCC1=CC=CC=C1 (2,4-dibenzyloxybenzoic acid). Yields the product C(C1=CC=CC=C1)OC1=C(C(=O)N2CCC(CC2)CC2=CC=CC=C2)C=CC(=C1)OCC1=CC=CC=C1 (1-(2,4-dibenzyloxybenzoyl)-4-benzylpiperidine). RXN SMILES: [CH2:1]([CH:8]1[CH2:13][CH2:12][NH:11][CH2:10][CH2:9]1)[C:2]1[CH:7]=[CH:6][CH:5]=[CH:4][CH:3]=1.[CH2:14]([O:21][C:22]1[CH:30]=[C:29]([O:31][CH2:32][C:33]2[CH:38]=[CH:37][CH:36]=[CH:35][CH:34]=2)[CH:28]=[CH:27][C:23]=1[C:24](O)=[O:25])[C:15]1[CH:20]=[CH:19][CH:18]=[CH:17][CH:16]=1>>[CH2:14]([O:21][C:22]1[CH:30]=[C:29]([O:31][CH2:32][C:33]2[CH:38]=[CH:37][CH:36]=[CH:35][CH:34]=2)[CH:28]=[CH:27][C:23]=1[C:24]([N:11]1[CH2:12][CH2:13][CH:8]([CH2:1][C:2]2[CH:7]=[CH:6][CH:5]=[CH:4][CH:3]=2)[CH2:9][CH2:10]1)=[O:25])[C:15]1[CH:16]=[CH:17][CH:18]=[CH:19][CH:20]=1. Reported procedure: Condensation between 4-benzylpiperidine (438 mg) and 2,4-dibenzyloxybenzoic acid is carried out in the same manner as in Example 4, i) to obtain 1-(2,4-dibenzyloxybenzoyl)-4-benzylpiperidine (1.0 g) in the colorless oily form.